Dataset: the Open Reaction Database (ORD), a public repository of structured organic reaction records. Task: describe an organic reaction: reactants, conditions, products, and yield The reactants are CCOCC, O=C(Cl)Cl, CC1CCC2CCCCC2N1, [Na+], [OH-], O. Product: CC1CCC2CCCCC2N1C(=O)Cl. Reaction SMILES: [CH2:18]([O:19][CH2:20][CH3:21])[CH3:22].[Cl:14][C:15]([Cl:16])=[O:17].[NH:1]1[CH:2]([CH3:3])[CH2:4][CH2:5][CH:6]2[CH2:7][CH2:8][CH2:9][CH2:10][CH:11]12.[Na+:13].[OH-:12].[OH2:23]>>[N:1]1([C:15]([Cl:14])=[O:17])[CH:2]([CH3:3])[CH2:4][CH2:5][CH:6]2[CH2:7][CH2:8][CH2:9][CH2:10][CH:11]12.